This data is from the Open Reaction Database (ORD), a public repository of structured organic reaction records. The task is: describe an organic reaction: reactants, conditions, products, and yield The reactants are [Al+3], C1CCOC1, CC(=O)c1cc2c(cc1C)C(C)(C)CCC2(C)C, [H-], [H-], [H-], [H-], [Li+], O. The product is Cc1cc2c(cc1C(C)O)C(C)(C)CCC2(C)C. RXN SMILES: [Al+3:20].[CH2:26]1[O:27][CH2:28][CH2:29][CH2:30]1.[CH3:1][c:2]1[c:3]([C:16]([CH3:17])=[O:18])[cH:4][c:5]2[c:10]([cH:11]1)[C:9]([CH3:12])([CH3:13])[CH2:8][CH2:7][C:6]2([CH3:14])[CH3:15].[H-:19].[H-:22].[H-:23].[H-:24].[Li+:21].[OH2:25]>>[CH3:1][c:2]1[c:3]([CH:16]([CH3:17])[OH:18])[cH:4][c:5]2[c:10]([cH:11]1)[C:9]([CH3:12])([CH3:13])[CH2:8][CH2:7][C:6]2([CH3:14])[CH3:15].